Dataset: the Open Reaction Database (ORD), a public repository of structured organic reaction records. Task: describe an organic reaction: reactants, conditions, products, and yield Reactants: F[C@H]1[C@@H](O[C@@H]([C@H]1O)CO)N1C2=NC=NC(=C2N=C1)N (9-(2-deoxy-2-fluoro-β-D-ribofuranosyl)adenine), C(C)(C)O (isopropanol), Cl (HCl). Solvent: CO (MeOH), O (water). Product: Cl.F[C@H]1[C@@H](O[C@@H]([C@H]1O)CO)N1C2=NC=NC(=C2N=C1)N (9-(2-Deoxy-2-fluoro-β-D-ribofuranosyl)adenine hydrochloride). RXN SMILES: [F:1][C@@H:2]1[C@H:6]([OH:7])[C@@H:5]([CH2:8][OH:9])[O:4][C@H:3]1[N:10]1[CH:18]=[N:17][C:16]2[C:11]1=[N:12][CH:13]=[N:14][C:15]=2[NH2:19].C(O)(C)C.[ClH:24]>CO.O>[ClH:24].[F:1][C@@H:2]1[C@H:6]([OH:7])[C@@H:5]([CH2:8][OH:9])[O:4][C@H:3]1[N:10]1[CH:18]=[N:17][C:16]2[C:11]1=[N:12][CH:13]=[N:14][C:15]=2[NH2:19] |f:5.6|. Reported procedure: To a solution of 9-(2-deoxy-2-fluoro-β-D-ribofuranosyl)adenine (500 mg. 1.86 mmol) in MeOH (40 ml) and water (10 ml) was added a solution of isopropanol (15 ml) previously saturated with HCl gas. The solution was evaporated under vacuum at room temperature, and triturated with EtOH (25 ml) to afford the title compound as a white solid. The reactants are C(C)(=O)OCC (ethyl acetate), [OH-].[Na+] (NaOH), C(C)C1=CC(=C(OC2=C(C=C(C#N)C=C2)F)C=C1F)OC (4-(4-ethyl-5-fluoro-2-methoxyphenoxy)-3-fluorobenzonitrile), CO (methanol), Cl (HCl). Reaction conditions: temperature 80 celsius. Product: C(C)C1=CC(=C(OC2=C(C=C(C(=O)O)C=C2)F)C=C1F)OC (4-(4-Ethyl-5-fluoro-2-methoxyphenoxy)-3-fluorobenzoic acid). Reaction SMILES: [OH-:1].[Na+].[CH2:3]([C:5]1[C:20]([F:21])=[CH:19][C:8]([O:9][C:10]2[CH:17]=[CH:16][C:13]([C:14]#N)=[CH:12][C:11]=2[F:18])=[C:7]([O:22][CH3:23])[CH:6]=1)[CH3:4].Cl.C(OCC)(=O)C.C[OH:32]>>[CH2:3]([C:5]1[C:20]([F:21])=[CH:19][C:8]([O:9][C:10]2[CH:17]=[CH:16][C:13]([C:14]([OH:32])=[O:1])=[CH:12][C:11]=2[F:18])=[C:7]([O:22][CH3:23])[CH:6]=1)[CH3:4] |f:0.1|. Reported procedure: An aqueous solution of NaOH 6N (70 mL, 420 mmol) was added to a solution of 4-(4-ethyl-5-fluoro-2-methoxyphenoxy)-3-fluorobenzonitrile (which may be prepared in accordance with the experimental described in Example 4, step 3; 4.0 g, 13.82 mmol) in methanol (140 mL). The reaction mixture was then stirred at reflux (80° C.) overnight. After cooling to 0° C., the reaction mixture was acidified by slow addition of concentrated HCl (25 mL) until pH=2. The mixture was then diluted by addition of ethyl... The reactants are CCOC(=O)C#Cc1c(C(F)(F)F)cccc1C(C)(C)C(=O)OCC, ON=Cc1ccccc1, [H-], [Na+], CN(C)C=O, C1COCCO1. Product: CCOC(=O)C1=C(O)c2c(C(F)(F)F)cccc2C(C)(C)C1=O. RXN SMILES: [CH2:12]([O:13][C:15]([C:16]([CH3:17])([CH3:18])[c:19]1[c:20]([C:29]#[C:30][C:31](=[O:32])[O:33][CH2:34][CH3:35])[c:21]([C:25]([F:26])([F:27])[F:28])[cH:22][cH:23][cH:24]1)=[O:36])[CH3:14].[CH:1](=[N:2][OH:9])[c:3]1[cH:4][cH:5][cH:6][cH:7][cH:8]1.[H-:11].[Na+:10].[O:37]=[CH:38][N:39]([CH3:40])[CH3:41].[O:42]1[CH2:43][CH2:44][O:45][CH2:46][CH2:47]1>>[OH:9][C:29]1=[C:30]([C:31](=[O:32])[O:33][CH2:34][CH3:35])[C:15](=[O:36])[C:16]([CH3:17])([CH3:18])[c:19]2[c:20]1[c:21]([C:25]([F:26])([F:27])[F:28])[cH:22][cH:23][cH:24]2. Starting materials: ClC1=C(C=C(N)C=C1)C1=NC=CC=C1 (4-chloro-3-(pyridin-2-yl)aniline), C(=O)(O)C1=CC=C(C=C1)S(=O)(=O)N (4-carboxybenzenesulfonamide). Yields the product ClC1=C(C=C(C=C1)NC(C1=CC=C(C=C1)S(=O)(=O)N)=O)C1=NC=CC=C1 (N-(4-chloro-3-(pyridin-2-yl)phenyl)-4-(aminosulfonyl)-benzamide). As a reaction SMILES: [Cl:1][C:2]1[CH:8]=[CH:7][C:5]([NH2:6])=[CH:4][C:3]=1[C:9]1[CH:14]=[CH:13][CH:12]=[CH:11][N:10]=1.[C:15]([C:18]1[CH:23]=[CH:22][C:21]([S:24]([NH2:27])(=[O:26])=[O:25])=[CH:20][CH:19]=1)(O)=[O:16]>>[Cl:1][C:2]1[CH:8]=[CH:7][C:5]([NH:6][C:15](=[O:16])[C:18]2[CH:23]=[CH:22][C:21]([S:24]([NH2:27])(=[O:25])=[O:26])=[CH:20][CH:19]=2)=[CH:4][C:3]=1[C:9]1[CH:14]=[CH:13][CH:12]=[CH:11][N:10]=1. Reported procedure: Procedure G was used to couple 4-chloro-3-(pyridin-2-yl)aniline (30 mg) and 4-carboxybenzenesulfonamide to produce N-(4-chloro-3-(pyridin-2-yl)phenyl)-4-(aminosulfonyl)-benzamide. Reactants: BrC=1C(=C2C=NNC2=CC1)OC (5-bromo-4-methoxy-1H-indazole), [H-].[Na+] (sodium hydride), CI (methyl iodide). The solvent is O (water), C(C)(=O)OCC (ethyl acetate), CN(C=O)C (N,N-dimethylformamide). Run at temperature 20 celsius, time 30 minute. Product: BrC=1C(=C2C=NN(C2=CC1)C)OC (5-Bromo-4-methoxy-1-methyl-1H-indazole). The yield is 65.6%. Reaction SMILES: [Br:1][C:2]1[C:3]([O:11][CH3:12])=[C:4]2[C:8](=[CH:9][CH:10]=1)[NH:7][N:6]=[CH:5]2.[H-].[Na+].[CH3:15]I>CN(C)C=O.O.C(OCC)(=O)C>[Br:1][C:2]1[C:3]([O:11][CH3:12])=[C:4]2[C:8](=[CH:9][CH:10]=1)[N:7]([CH3:15])[N:6]=[CH:5]2 |f:1.2|. Reported procedure: A solution of 5-bromo-4-methoxy-1H-indazole (0.125 g, 0.550 mmol) in N,N-dimethylformamide (2.20 mL) was treated with sodium hydride (0.0166 g, 0.659 mmol) at 20° C. and then stirred at 20° C. for 30 min. The resultant reaction mixture was treated with methyl iodide (0.0410 mL, 0.658 mmol) and stirred at 20° C. for 1 h. The reaction mixture was diluted with water and ethyl acetate. Layers were separated and the organic layer was washed with brine, dried with sodium sulfate, filtered, and concent... Reactants: N1=CC(=CC=C1)C1=CC=C(C=C1)N (4-pyridin-3-yl-phenylamine), CCN=C=NCCCN(C)C (EDCI), C=1C=CC2=C(C1)N=NN2O (HOBT), BrC1=C(C(=O)N2CCN(CC2)C(CC(=O)O)=O)C=CC=C1 (3-[4-(2-bromo-benzoyl)-piperazin-1-yl]-3-oxo-propionic acid). The reagents and catalysts are CN(C)C=1C=CN=CC1 (DMAP). Solvent: O (water), CN(C)C=O (DMF). Reaction conditions: time 2 minute. The product is BrC1=C(C(=O)N2CCN(CC2)C(CC(=O)NC2=CC=C(C=C2)C=2C=NC=CC2)=O)C=CC=C1 (3-[4-(2-bromo-benzoyl)-piperazin-1-yl]-3-oxo-N-(4-pyridin-3-yl-phenyl)-propionamide). The yield is 60.2%. As a reaction SMILES: [Br:1][C:2]1[CH:21]=[CH:20][CH:19]=[CH:18][C:3]=1[C:4]([N:6]1[CH2:11][CH2:10][N:9]([C:12](=[O:17])[CH2:13][C:14]([OH:16])=O)[CH2:8][CH2:7]1)=[O:5].CCN=C=NCCCN(C)C.C1C=CC2N(O)N=NC=2C=1.[N:43]1[CH:48]=[CH:47][CH:46]=[C:45]([C:49]2[CH:54]=[CH:53][C:52]([NH2:55])=[CH:51][CH:50]=2)[CH:44]=1>CN(C1C=CN=CC=1)C.CN(C=O)C.O>[Br:1][C:2]1[CH:21]=[CH:20][CH:19]=[CH:18][C:3]=1[C:4]([N:6]1[CH2:7][CH2:8][N:9]([C:12](=[O:17])[CH2:13][C:14]([NH:55][C:52]2[CH:51]=[CH:50][C:49]([C:45]3[CH:44]=[N:43][CH:48]=[CH:47][CH:46]=3)=[CH:54][CH:53]=2)=[O:16])[CH2:10][CH2:11]1)=[O:5]. Procedure: DMAP (68 mg, 0.56 mmol) was added to 3-[4-(2-bromo-benzoyl)-piperazin-1-yl]-3-oxo-propionic acid (100 mg, 0.28 mmol) in DMF (2 mL) followed by EDCI (64 mg, 0.33 mmol) and HOBT (45 mg, 0.33 mmol). After 2 minutes, 4-pyridin-3-yl-phenylamine (55 mg, 0.18 mmol) was added and it was stirred at room temperature overnight. Cold water was then added and the reaction mixture was extracted with ethyl acetate. The organic layer was washed with brine, dried over Na2SO4, and concentrated under reduced press... Reactants: CC1(C)NN(C2CC3CCC2C3)C1=O, Fc1ccc(CBr)c(Cl)c1. Yields the product CC1(C)C(=O)N(C2CC3CCC2C3)N1Cc1ccc(F)cc1Cl. RXN SMILES: [CH:1]12[CH:2]([N:8]3[NH:9][C:10]([CH3:13])([CH3:14])[C:11]3=[O:12])[CH2:3][CH:4]([CH2:5][CH2:6]1)[CH2:7]2.[Cl:15][c:16]1[c:17]([CH2:18][Br:19])[cH:20][cH:21][c:22]([F:24])[cH:23]1>>[CH:1]12[CH:2]([N:8]3[N:9]([CH2:18][c:17]4[c:16]([Cl:15])[cH:23][c:22]([F:24])[cH:21][cH:20]4)[C:10]([CH3:13])([CH3:14])[C:11]3=[O:12])[CH2:3][CH:4]([CH2:5][CH2:6]1)[CH2:7]2. Reactants: N1C=NC=C1 (imidazole), ClC=1N=C(C2=C(N1)SC(=C2)Cl)NCC2=CC(=C(C=C2)OC)OC (2,6-dichloro-4-(3,4-dimethoxybenzylamino)-thieno-[2,3-d]-pyrimidine). Yields the product N1(C=NC=C1)C=1N=C(C2=C(N1)SC(=C2)Cl)NCC2=CC(=C(C=C2)OC)OC (2-(imidazol-1-yl)-6-chloro-4-(3,4-dimethoxybenzylamino)-thieno-[2,3-d]-pyrimidine). RXN SMILES: [NH:1]1[CH:5]=[CH:4][N:3]=[CH:2]1.Cl[C:7]1[N:8]=[C:9]([NH:17][CH2:18][C:19]2[CH:24]=[CH:23][C:22]([O:25][CH3:26])=[C:21]([O:27][CH3:28])[CH:20]=2)[C:10]2[CH:15]=[C:14]([Cl:16])[S:13][C:11]=2[N:12]=1>>[N:1]1([C:7]2[N:8]=[C:9]([NH:17][CH2:18][C:19]3[CH:24]=[CH:23][C:22]([O:25][CH3:26])=[C:21]([O:27][CH3:28])[CH:20]=3)[C:10]3[CH:15]=[C:14]([Cl:16])[S:13][C:11]=3[N:12]=2)[CH:5]=[CH:4][N:3]=[CH:2]1. Reported procedure: Following the procedure of Example 97, the reaction of imidazole with 2,6-dichloro-4-(3,4-dimethoxybenzylamino)-thieno-[2,3-d]-pyrimidine gives 2-(imidazol-1-yl)-6-chloro-4-(3,4-dimethoxybenzylamino)-thieno-[2,3-d]-pyrimidine. The reactants are N#Cc1cccnc1OCc1ccccc1, CC(C)C[Al+]CC(C)C, Cc1ccccc1, CCOC(C)=O, CCCCCC, [Cl-], [H-], [NH4+]. The product is O=Cc1cccnc1OCc1ccccc1. As a reaction SMILES: [CH2:1]([c:2]1[cH:3][cH:4][cH:5][cH:6][cH:7]1)[O:8][c:9]1[c:10]([C:11]#[N:12])[cH:13][cH:14][cH:15][n:16]1.[CH2:25]([Al+:26][CH2:27][CH:28]([CH3:29])[CH3:30])[CH:31]([CH3:32])[CH3:33].[CH3:17][c:18]1[cH:19][cH:20][cH:21][cH:22][cH:23]1.[CH3:36][CH2:37][O:38][C:39](=[O:40])[CH3:41].[CH3:42][CH2:43][CH2:44][CH2:45][CH2:46][CH3:47].[Cl-:34].[H-:24].[NH4+:35]>>[CH2:1]([c:2]1[cH:3][cH:4][cH:5][cH:6][cH:7]1)[O:8][c:9]1[c:10]([CH:11]=[O:38])[cH:13][cH:14][cH:15][n:16]1. Starting materials: C1CO1, C=C(C)C(=O)O, [Fe]. Product: C=C(C)C(=O)OCCO. Reaction SMILES: [CH2:7]1[CH2:8][O:9]1.[CH3:1][C:2](=[CH2:3])[C:4]([OH:5])=[O:6].[Fe:10]>>[CH3:1][C:2](=[CH2:3])[C:4](=[O:5])[O:6][CH2:7][CH2:8][OH:9].